From a dataset of the Open Reaction Database (ORD), a public repository of structured organic reaction records. describe an organic reaction: reactants, conditions, products, and yield Starting materials: O=C(O)C=Cc1ccc(C(F)(F)F)nc1CCc1ccccc1, COc1nc(OC)nc([N+]2(C)CCOCC2)n1, [Cl-], Cl, CS(=O)(=O)Nc1c(F)cc(CN)cc1F, O. The product is CS(=O)(=O)Nc1c(F)cc(CNC(=O)C=Cc2ccc(C(F)(F)F)nc2CCc2ccccc2)cc1F. As a reaction SMILES: [CH2:36]([CH2:37][c:38]1[cH:39][cH:40][cH:41][cH:42][cH:43]1)[c:44]1[n:45][c:46]([C:55]([F:56])([F:57])[F:58])[cH:47][cH:48][c:49]1[CH:50]=[CH:51][C:52](=[O:53])[OH:54].[CH3:19][O:20][c:21]1[n:22][c:23]([O:24][CH3:25])[n:26][c:27]([N+:28]2([CH3:29])[CH2:30][CH2:31][O:32][CH2:33][CH2:34]2)[n:35]1.[Cl-:18].[ClH:16].[NH2:1][CH2:2][c:3]1[cH:4][c:5]([F:15])[c:6]([NH:10][S:11](=[O:12])(=[O:13])[CH3:14])[c:7]([F:9])[cH:8]1.[OH2:17]>>[NH:1]([CH2:2][c:3]1[cH:4][c:5]([F:15])[c:6]([NH:10][S:11](=[O:12])(=[O:13])[CH3:14])[c:7]([F:9])[cH:8]1)[C:52]([CH:51]=[CH:50][c:49]1[c:44]([CH2:36][CH2:37][c:38]2[cH:39][cH:40][cH:41][cH:42][cH:43]2)[n:45][c:46]([C:55]([F:56])([F:57])[F:58])[cH:47][cH:48]1)=[O:53]. Reactants: CC(C)[SiH](C(C)C)C(C)C, O=C(O)C(F)(F)F, CC(C)(C)OC(=O)NCCCCn1cnc(-c2ccccc2)c1-c1cc2c(N)ncnc2s1, O. The product is NCCCCn1cnc(-c2ccccc2)c1-c1cc2c(N)ncnc2s1. RXN SMILES: [CH:41]([SiH:42]([CH:43]([CH3:44])[CH3:45])[CH:46]([CH3:47])[CH3:48])([CH3:49])[CH3:50].[F:34][C:35]([F:36])([F:37])[C:38]([OH:39])=[O:40].[NH2:1][c:2]1[c:3]2[c:4]([n:5][cH:6][n:7]1)[s:8][c:9](-[c:11]1[c:12](-[c:28]3[cH:29][cH:30][cH:31][cH:32][cH:33]3)[n:13][cH:14][n:15]1[CH2:16][CH2:17][CH2:18][CH2:19][NH:20][C:21](=[O:22])[O:23][C:24]([CH3:25])([CH3:26])[CH3:27])[cH:10]2.[OH2:51]>>[NH2:1][c:2]1[c:3]2[c:4]([n:5][cH:6][n:7]1)[s:8][c:9](-[c:11]1[c:12](-[c:28]3[cH:29][cH:30][cH:31][cH:32][cH:33]3)[n:13][cH:14][n:15]1[CH2:16][CH2:17][CH2:18][CH2:19][NH2:20])[cH:10]2.